Dataset: the Open Reaction Database (ORD), a public repository of structured organic reaction records. Task: describe an organic reaction: reactants, conditions, products, and yield The reactants are ClC=1C=C(C=CC1)C=1C2=C(NC(C(N1)NC(=O)[C@@H]([C@@H](C(=O)OC(C)(C)C)CCC(F)(F)F)CCC(F)(F)F)=O)C(=CC=C2)CC ((2S,3R)-tert-Butyl 3-((5-(3-chlorophenyl)-9-ethyl-2-oxo-2,3-dihydro-1H-benzo[e][1,4]diazepin-3-yl)carbamoyl)-6,6,6-trifluoro-2-(3,3,3-trifluoropropyl)hexanoate), C(=O)(C(F)(F)F)O (TFA). Solvent: C(Cl)Cl (DCM). Conditions: time 2 hour. Yields the product ClC=1C=C(C=CC1)C=1C2=C(NC(C(N1)NC(=O)[C@@H]([C@@H](C(=O)O)CCC(F)(F)F)CCC(F)(F)F)=O)C(=CC=C2)CC ((2S,3R)-3-((5-(3-Chlorophenyl)-9-ethyl-2-oxo-2,3-dihydro-1H-benzo[e][1,4]diazepin-3-yl)carbamoyl)-6,6,6-trifluoro-2-(3,3,3-trifluoropropyl)hexanoic acid). Yield: 82.8%. Reaction SMILES: [Cl:1][C:2]1[CH:3]=[C:4]([C:8]2[C:9]3[CH:43]=[CH:42][CH:41]=[C:40]([CH2:44][CH3:45])[C:10]=3[NH:11][C:12](=[O:39])[CH:13]([NH:15][C:16]([C@H:18]([CH2:33][CH2:34][C:35]([F:38])([F:37])[F:36])[C@H:19]([CH2:27][CH2:28][C:29]([F:32])([F:31])[F:30])[C:20]([O:22]C(C)(C)C)=[O:21])=[O:17])[N:14]=2)[CH:5]=[CH:6][CH:7]=1.C(O)(C(F)(F)F)=O>C(Cl)Cl>[Cl:1][C:2]1[CH:3]=[C:4]([C:8]2[C:9]3[CH:43]=[CH:42][CH:41]=[C:40]([CH2:44][CH3:45])[C:10]=3[NH:11][C:12](=[O:39])[CH:13]([NH:15][C:16]([C@H:18]([CH2:33][CH2:34][C:35]([F:37])([F:38])[F:36])[C@H:19]([CH2:27][CH2:28][C:29]([F:32])([F:31])[F:30])[C:20]([OH:22])=[O:21])=[O:17])[N:14]=2)[CH:5]=[CH:6][CH:7]=1. Reported procedure: A solution of Intermediate 2A (115 mg, 0.174 mmol) in DCM (3 mL) was treated with TFA (0.668 mL, 1.737 mmol). The reaction mixture was stirred at room temperature for 2 hours and then concentrated to dryness. The crude mixture was diluted with toluene and again concentrated to dryness to afford Intermediate 2B (87 mg, 0.144 mmol, 83% yield). HPLC RT=3.695 (H2O/CH3CN with TFA, Waters Sunfire C18 2.1×30 mm 3.5 um, 4 min gradient, detection at 220 nm). MS(ES): m/z=606.1 [M+H+]. The reactants are CO, COc1c(OC)c(=O)c1=O, N. Yields the product COc1c(N)c(=O)c1=O. RXN SMILES: [CH3:12][OH:13].[CH3:1][O:2][c:3]1[c:4](=[O:10])[c:5](=[O:9])[c:6]1[O:7][CH3:8].[NH3:11]>>[CH3:1][O:2][c:3]1[c:4](=[O:10])[c:5](=[O:9])[c:6]1[NH2:11]. Reactants: C1(OCCO1)=O (ethylene carbonate), ClC(=O)[O-] (chloroformate), [F-].[K+] (potassium fluoride), ClC(=O)OC1=CC=CC=C1 (phenyl chloroformate). Conditions: time 2 hour. Product: FC(=O)OC1=CC=CC=C1 (phenyl fluoroformate). Isolated yield 93.5%. RXN SMILES: C1(=O)OCCO1.[F-:7].[K+].Cl[C:10]([O:12][C:13]1[CH:18]=[CH:17][CH:16]=[CH:15][CH:14]=1)=[O:11].ClC([O-])=O>>[F:7][C:10]([O:12][C:13]1[CH:18]=[CH:17][CH:16]=[CH:15][CH:14]=1)=[O:11] |f:1.2|. Reported procedure: The preparation was carried out as in Example 2 but using 250 g of ethylene carbonate, 89 g (1.53 mol) of potassium fluoride and 156.6 g (1.0 mol) of phenyl chloroformate. After addition of the chloroformate, stirring of the reaction mixture was continued at 45°-50° C. for 2 hours. Evaporation under vacuum was carried out as above. By distillation under reduced pressure, 131 g (93.5% yield) of phenyl fluoroformate with a boiling point of 62°-64° at 40 mm Hg were recovered. Starting materials: O=Cc1ccnc(Br)c1, O=C([O-])O, [Na+], O, OCCO, Cc1ccc(S(=O)(=O)O)cc1, c1ccccc1. Yields the product Brc1cc(C2OCCO2)ccn1. Reaction SMILES: [Br:1][c:2]1[n:3][cH:4][cH:5][c:6]([CH:8]=[O:9])[cH:7]1.[C:25](=[O:26])([O-:27])[OH:28].[Na+:29].[OH2:36].[OH:10][CH2:11][CH2:12][OH:13].[c:14]1([CH3:15])[cH:16][cH:17][c:18]([S:19]([OH:20])(=[O:21])=[O:22])[cH:23][cH:24]1.[cH:30]1[cH:31][cH:32][cH:33][cH:34][cH:35]1>>[Br:1][c:2]1[n:3][cH:4][cH:5][c:6]([CH:8]2[O:9][CH2:12][CH2:11][O:10]2)[cH:7]1.